This data is from the Open Reaction Database (ORD), a public repository of structured organic reaction records. The task is: describe an organic reaction: reactants, conditions, products, and yield The reactants are ClC1=NC=C(C(=N1)NC1=C(OCC#N)C=CC=C1)Cl ([2-(2,5-Dichloro-pyrimidin-4-ylamino)-phenoxy]-acetonitrile), C(C)(=O)N1C2=C(CNC(CC1)=O)C=C(C=C2)N (Acetyl-8-amino-2,3,5,6-tetrahydro-1H-benzo[b][1,5]diazocin-4-one). The product is C(C)(=O)N1C2=C(CNC(CC1)=O)C=C(C=C2)NC2=NC=C(C(=N2)NC2=C(C=CC=C2)CCC#N)Cl (3-{2-[2-(1-Acetyl-4-oxo-1,2,3,4,5,6-hexahydro-benzo[b][1,5]diazocin-8-ylamino)-5-chloro-pyrimidin-4-ylamino]-phenyl}-propionitrile). As a reaction SMILES: Cl[C:2]1[N:7]=[C:6]([NH:8][C:9]2[CH:18]=[CH:17][CH:16]=[CH:15][C:10]=2OCC#N)[C:5]([Cl:19])=[CH:4][N:3]=1.[C:20]([N:23]1[CH2:30][CH2:29][C:28](=[O:31])[NH:27][CH2:26][C:25]2[CH:32]=[C:33]([NH2:36])[CH:34]=[CH:35][C:24]1=2)(=[O:22])[CH3:21]>>[C:20]([N:23]1[CH2:30][CH2:29][C:28](=[O:31])[NH:27][CH2:26][C:25]2[CH:32]=[C:33]([NH:36][C:2]3[N:7]=[C:6]([NH:8][C:9]4[CH:18]=[CH:17][CH:16]=[CH:15][C:10]=4[CH2:6][CH2:5][C:4]#[N:3])[C:5]([Cl:19])=[CH:4][N:3]=3)[CH:34]=[CH:35][C:24]1=2)(=[O:22])[CH3:21]. Procedure details: Title compound was prepared from [2-(2,5-Dichloro-pyrimidin-4-ylamino)-phenoxy]-acetonitrile and Acetyl-8-amino-2,3,5,6-tetrahydro-1H-benzo[b][1,5]diazocin-4-one in an analogous manner to Example 1221d. (120° C., 40 min) Obtained 82 mg (55%) as a white foam. HPLC purity: 96%, LCMS 490.16 (M+H), 1H-NMR (CDCl3, 400 MHz) δ: 8.10 (s, 1H), 7.59 (s, 1H), 7.51-7.45 (m, 5H), 7.08-7.03 (m, 1H), 6.99-6.94 (m, 2H), 6.09 (bt, 1H), 4.81-4.76 (m, 1H), 4.22-4.18 (m, 1H), 3.45 3.41 (m, 1H), 3.01 (t, J=7.1 Hz, 2... Starting materials: C(C1=CC=CC=C1)N1CC(CC1)C=O (1-benzyl-3-formylpyrrolidine), C([O-])([O-])=O.[Na+].[Na+] (sodium carbonate), Cl (hydrochloric acid), [C-]#N.[K+] (potassium cyanide). The solvent is O1CCCC1 (tetrahydrofuran), O (water). Reaction conditions: time 2 hour. Yields the product OC(C#N)C1CN(CC1)CC1=CC=CC=C1 (2-hydroxy-2-(1-benzylpyrrolidin-3-yl) acetonitrile). Yield: 84.7%. As a reaction SMILES: [CH2:1]([N:8]1[CH2:12][CH2:11][CH:10]([CH:13]=[O:14])[CH2:9]1)[C:2]1[CH:7]=[CH:6][CH:5]=[CH:4][CH:3]=1.Cl.[C-:16]#[N:17].[K+].C(=O)([O-])[O-].[Na+].[Na+]>O1CCCC1.O>[OH:14][CH:13]([CH:10]1[CH2:11][CH2:12][N:8]([CH2:1][C:2]2[CH:7]=[CH:6][CH:5]=[CH:4][CH:3]=2)[CH2:9]1)[C:16]#[N:17] |f:2.3,4.5.6|. Procedure: To a solution of 12.45 g of crude 1-benzyl-3-formylpyrrolidine in a mixture of 23 ml of tetrahydrofuran and 23 ml of water is added 11.4 ml (2 equivalents) of concentrated hydrochloric acid and then 8.39 g (2 equivalents) of potassium cyanide powder in a period of 15 minutes under ice-cooling. The mixture is stirred at the same temperature for 2 hours, adjusted to pH 10 with 10% aqueous sodium carbonate solution, and extracted thrice with methylene chloride. The extract is washed with water, dri... The reactants are Cl.N[C@@H]1CC[C@H](CC1)O (trans-4-aminocyclohexanol hydrochloride), ClC(=O)OCC1=CC=CC=C1 (benzyl chloroformate). The product is C(=O)(OCC1=CC=CC=C1)N[C@@H]1CC[C@H](CC1)O (N-Cbz-trans-4-aminocyclohexanol). The yield is 75.8%. As a reaction SMILES: Cl.[NH2:2][C@H:3]1[CH2:8][CH2:7][C@H:6]([OH:9])[CH2:5][CH2:4]1.Cl[C:11]([O:13][CH2:14][C:15]1[CH:20]=[CH:19][CH:18]=[CH:17][CH:16]=1)=[O:12]>>[C:11]([NH:2][C@H:3]1[CH2:8][CH2:7][C@H:6]([OH:9])[CH2:5][CH2:4]1)([O:13][CH2:14][C:15]1[CH:20]=[CH:19][CH:18]=[CH:17][CH:16]=1)=[O:12] |f:0.1|. Procedure details: Commercially available trans-4-aminocyclohexanol hydrochloride (50 g, 0.33 mol) was treated with benzyl chloroformate (Cbz-Cl) (51.8 mL, 0.36 mol) under standard Schotten-Baumann conditions to provide N-Cbz-trans-4-aminocyclohexanol (62.33 g, 88% yield) as a white solid: m.p. 160°-162° C.; 1H NMR (300 MHz) δ 7.36 (m, 5H), 5.10 (s, 2H), 4.58 (br, 1H), 3.61 (m, 1H), 3.51 (m, 1H), 2.01 (br t, 4H, J=13.5 Hz), 1.40 (m, 2H), 1.20 (m, 2H); MS: (M+H)+ =250, (M+H+NH3)+ =267. The reactants are C(C)(C)(C)C=1C=C(N(N1)C1=CC=C(C=C1)C)NC(=O)N[C@H]1CC[C@H](C2=CC=CC=C12)OC=1C=CC=2N(C1)C(=NN2)N2[C@@H](CCC2)CO[Si](C(C)C)(C(C)C)C(C)C (1-(5-tert-Butyl-2-p-tolyl-2H-pyrazol-3-yl)-3-{(1S,4R)-4-[3-((S)-2-triisopropylsilanyloxymethyl-pyrrolidin-1-yl)-[1,2,4]triazolo[4,3-a]pyridin-6-yloxy]-1,2,3,4-tetrahydro-naphthalen-1-yl}-urea), CCCC[N+](CCCC)(CCCC)CCCC.[F-] (TBAF). Run in C1CCOC1 (THF). Yields the product C(C)(C)(C)C=1C=C(N(N1)C1=CC=C(C=C1)C)NC(=O)N[C@H]1CC[C@H](C2=CC=CC=C12)OC=1C=CC=2N(C1)C(=NN2)N2[C@@H](CCC2)CO (1-(5-tert-Butyl-2-p-tolyl-2H-pyrazol-3-yl)-3-{(1S,4R)-4-[3-((S)-2-hydroxymethyl-pyrrolidin-1-yl)-[1,2,4]triazolo[4,3-a]pyridin-6-yloxy]-1,2,3,4-tetrahydro-naphthalen-1-yl}-urea). As a reaction SMILES: [C:1]([C:5]1[CH:6]=[C:7]([NH:17][C:18]([NH:20][C@@H:21]2[C:30]3[C:25](=[CH:26][CH:27]=[CH:28][CH:29]=3)[C@H:24]([O:31][C:32]3[CH:33]=[CH:34][C:35]4[N:36]([C:38]([N:41]5[CH2:45][CH2:44][CH2:43][C@H:42]5[CH2:46][O:47][Si](C(C)C)(C(C)C)C(C)C)=[N:39][N:40]=4)[CH:37]=3)[CH2:23][CH2:22]2)=[O:19])[N:8]([C:10]2[CH:15]=[CH:14][C:13]([CH3:16])=[CH:12][CH:11]=2)[N:9]=1)([CH3:4])([CH3:3])[CH3:2].CCCC[N+](CCCC)(CCCC)CCCC.[F-]>C1COCC1>[C:1]([C:5]1[CH:6]=[C:7]([NH:17][C:18]([NH:20][C@@H:21]2[C:30]3[C:25](=[CH:26][CH:27]=[CH:28][CH:29]=3)[C@H:24]([O:31][C:32]3[CH:33]=[CH:34][C:35]4[N:36]([C:38]([N:41]5[CH2:45][CH2:44][CH2:43][C@H:42]5[CH2:46][OH:47])=[N:39][N:40]=4)[CH:37]=3)[CH2:23][CH2:22]2)=[O:19])[N:8]([C:10]2[CH:15]=[CH:14][C:13]([CH3:16])=[CH:12][CH:11]=2)[N:9]=1)([CH3:4])([CH3:2])[CH3:3] |f:1.2|. Reported procedure: To a solution of Intermediate 28d (38 mg, 0.048 mmol) in THF (1 mL) at −30° C. was added TBAF (1M in THF, 72 μL, 0.072 mmol) and the mixture was allowed to warm to RT over 1 h. The reaction mixture was applied to an SCX-2 cartridge (5 g) and washed with MeOH. The product was eluted with 2M NH3 in MeOH; concentration in vacuo gave a residue. Purification by HPLC (C6-Ph column, 10-70% MeCN in H2O, 0.1% HCO2H) gave the title compound as a white powder after freeze-drying (12 mg, 39%). LCMS (Method ... Reactants: ClC=1N=C(C2=CC(=CC=C2C1)F)O[C@@H]1CN(CC1)C(=O)OC(C)(C)C ((S)-tert-butyl 3-((3-chloro-7-fluoroisoquinolin-1-yl)oxy)pyrrolidine-1-carboxylate), CN(C)C=O (DMF). Reagents/catalysts: [C-]#N.[C-]#N.[Zn+2] (Zn(CN)2), C=1C=CC(=CC1)[P](C=2C=CC=CC2)(C=3C=CC=CC3)[Pd]([P](C=4C=CC=CC4)(C=5C=CC=CC5)C=6C=CC=CC6)([P](C=7C=CC=CC7)(C=8C=CC=CC8)C=9C=CC=CC9)[P](C=1C=CC=CC1)(C=1C=CC=CC1)C=1C=CC=CC1 (Pd(PPh3)4). Reaction conditions: temperature 160 celsius. Product: C(#N)C=1N=C(C2=CC(=CC=C2C1)F)O[C@@H]1CN(CC1)C(=O)OC(C)(C)C ((S)-tert-butyl 3-((3-cyano-7-fluoroisoquinolin-1-yl)oxy)pyrrolidine-1-carboxylate). Yield: 65.0%. Reaction SMILES: Cl[C:2]1[N:3]=[C:4]([O:13][C@H:14]2[CH2:18][CH2:17][N:16]([C:19]([O:21][C:22]([CH3:25])([CH3:24])[CH3:23])=[O:20])[CH2:15]2)[C:5]2[C:10]([CH:11]=1)=[CH:9][CH:8]=[C:7]([F:12])[CH:6]=2.[CH3:26][N:27](C=O)C>[C-]#N.[C-]#N.[Zn+2].C1C=CC([P]([Pd]([P](C2C=CC=CC=2)(C2C=CC=CC=2)C2C=CC=CC=2)([P](C2C=CC=CC=2)(C2C=CC=CC=2)C2C=CC=CC=2)[P](C2C=CC=CC=2)(C2C=CC=CC=2)C2C=CC=CC=2)(C2C=CC=CC=2)C2C=CC=CC=2)=CC=1>[C:26]([C:2]1[N:3]=[C:4]([O:13][C@H:14]2[CH2:18][CH2:17][N:16]([C:19]([O:21][C:22]([CH3:25])([CH3:24])[CH3:23])=[O:20])[CH2:15]2)[C:5]2[C:10]([CH:11]=1)=[CH:9][CH:8]=[C:7]([F:12])[CH:6]=2)#[N:27] |f:2.3.4,^1:39,41,60,79|. Reported procedure: To a solution of (S)-tert-butyl 3-((3-chloro-7-fluoroisoquinolin-1-yl)oxy)pyrrolidine-1-carboxylate (1 g, 2.73 mmol) in DMF (10 mL) was added Zn(CN)2 (0.64 g, 5.46 mmol) and Pd(PPh3)4 (0.316 g, 0.273 mmol) under N2. The mixture was heated at 160° C. for 30 minutes in a microwave reactor and was subsequently partition between EtOAc (50 mL) and water (50 mL). The aqueous phase was back-extracted with EtOAc (3×50 mL) and the organic layers were combined and washed with saturated aqueous NaCl (3×50 ... Reactants: ClC1=CC=C(C(=O)NC(CC(=O)OCC)C(CC(C)C)=O)C=C1 (ethyl 3-(4-chlorobenzoylamino)-3-isovalerylpropionate), P(=O)(Cl)(Cl)Cl (phosphorus oxychloride). The solvent is CN(C=O)C (dimethylformamide). Product: ClC1=CC=C(C=C1)C=1OC(=C(N1)CC(=O)OCC)CC(C)C (ethyl 2-[2-(4-chlorophenyl)-5-isobutyl-4-oxazolyl]acetate). Isolated yield 63.4%. Reaction SMILES: [Cl:1][C:2]1[CH:23]=[CH:22][C:5]([C:6]([NH:8][CH:9]([C:16](=[O:21])[CH2:17][CH:18]([CH3:20])[CH3:19])[CH2:10][C:11]([O:13][CH2:14][CH3:15])=[O:12])=O)=[CH:4][CH:3]=1.P(Cl)(Cl)(Cl)=O>CN(C)C=O>[Cl:1][C:2]1[CH:23]=[CH:22][C:5]([C:6]2[O:21][C:16]([CH2:17][CH:18]([CH3:20])[CH3:19])=[C:9]([CH2:10][C:11]([O:13][CH2:14][CH3:15])=[O:12])[N:8]=2)=[CH:4][CH:3]=1. Procedure details: 2.5 g of ethyl 3-(4-chlorobenzoylamino)-3-isovalerylpropionate, 10 ml of dimethylformamide and 2.3 g of phosphorus oxychloride are treated in the same manner as described in Example 1. 1.5 g of ethyl 2-[2-(4-chlorophenyl)-5-isobutyl-4-oxazolyl]acetate are thereby obtained. Yield: 63.3%.